The task is: describe an organic reaction: reactants, conditions, products, and yield. This data is from the Open Reaction Database (ORD), a public repository of structured organic reaction records. The reactants are solution, C12CCCC(CCC1)B2 (9-borabicyclo[3.3.1]nonane), O1CCCC1 (tetrahydrofuran), C(CC=C)O (3-butene-1-ol), C[N+](C)(C)[O-] (trimethylamine-N-oxide), FC1=C(C(=CC(=C1)OS(=O)(=O)C(F)(F)F)F)C(C(=O)OCC)C(=O)OCC (diethyl 2-(2,6-difluoro-4-{[(trifluoromethyl)sulfonyl]oxy}phenyl)malonate), P(=O)([O-])([O-])[O-].[K+].[K+].[K+] (potassium phosphate). Reagents/catalysts: C=1C=CC(=CC1)[P](C=2C=CC=CC2)(C=3C=CC=CC3)[Pd]([P](C=4C=CC=CC4)(C=5C=CC=CC5)C=6C=CC=CC6)([P](C=7C=CC=CC7)(C=8C=CC=CC8)C=9C=CC=CC9)[P](C=1C=CC=CC1)(C=1C=CC=CC1)C=1C=CC=CC1 (tetrakis(triphenylphosphine)palladium(0)). The solvent is C(C)(=O)OCC (Ethyl acetate), O1CCOCC1 (dioxane). Conditions: time 6 hour. The product is FC1=C(C(=CC(=C1)CCCCO)F)C(C(=O)OCC)C(=O)OCC (diethyl 2-[2,6-difluoro-4-(4-hydroxybutyl)phenyl]malonate). Isolated yield 42.7%. RXN SMILES: C12BC(CCC1)CCC2.O1CCCC1.[CH2:15]([OH:19])[CH2:16][CH:17]=[CH2:18].[F:20][C:21]1[CH:26]=[C:25](OS(C(F)(F)F)(=O)=O)[CH:24]=[C:23]([F:35])[C:22]=1[CH:36]([C:42]([O:44][CH2:45][CH3:46])=[O:43])[C:37]([O:39][CH2:40][CH3:41])=[O:38].P([O-])([O-])([O-])=O.[K+].[K+].[K+].C[N+]([O-])(C)C>O1CCOCC1.C1C=CC([P]([Pd]([P](C2C=CC=CC=2)(C2C=CC=CC=2)C2C=CC=CC=2)([P](C2C=CC=CC=2)(C2C=CC=CC=2)C2C=CC=CC=2)[P](C2C=CC=CC=2)(C2C=CC=CC=2)C2C=CC=CC=2)(C2C=CC=CC=2)C2C=CC=CC=2)=CC=1.C(OCC)(=O)C>[F:20][C:21]1[CH:26]=[C:25]([CH2:18][CH2:17][CH2:16][CH2:15][OH:19])[CH:24]=[C:23]([F:35])[C:22]=1[CH:36]([C:42]([O:44][CH2:45][CH3:46])=[O:43])[C:37]([O:39][CH2:40][CH3:41])=[O:38] |f:4.5.6.7,^1:69,71,90,109|. Reported procedure: To a 0.5 M solution of 9-borabicyclo[3.3.1]nonane (9-BBN) in tetrahydrofuran (95 mL, 47.6 mmol) is added dropwise 3-butene-1-ol (4.1 mL, 47.6 mmol), and the mixture is stirred under nitrogen atmosphere at room temperature for 6 h. The resulting solution is then transferred by a double-ended needle into a mixture of diethyl 2-(2,6-difluoro-4-{[(trifluoromethyl)sulfonyl]oxy}phenyl)malonate (10.0 g, 23.8 mmol), potassium phosphate (10.1 g, 47.6 mmol), and tetrakis(triphenylphosphine)palladium(0) (8... Reaction SMILES: [CH2:34]1[O:35][CH2:36][CH2:37][CH2:38]1.[CH3:28][CH2:29][O:30][C:31](=[O:32])[CH3:33].[CH:12]1([CH2:15][n:16]2[cH:17][c:18]([C:25](=[O:26])[OH:27])[c:19]3[cH:20][cH:21][cH:22][n:23][c:24]23)[CH2:13][CH2:14]1.[Cl-:11].[H-:1].[NH2:3][CH2:4][c:5]1[cH:6][cH:7][n:8][cH:9][cH:10]1.[Na+:2].[OH2:39]>>[NH:3]([CH2:4][c:5]1[cH:6][cH:7][n:8][cH:9][cH:10]1)[C:25]([c:18]1[cH:17][n:16]([CH2:15][CH:12]2[CH2:13][CH2:14]2)[c:24]2[c:19]1[cH:20][cH:21][cH:22][n:23]2)=[O:26]. Yields the product O=C(NCc1ccncc1)c1cn(CC2CC2)c2ncccc12. The reactants are C1CCOC1, CCOC(C)=O, O=C(O)c1cn(CC2CC2)c2ncccc12, [Cl-], [H-], NCc1ccncc1, [Na+], O. Starting materials: ClC1=C(OCCCOC2=CC=C(C=C2)C2C(CN(CC2)C(=O)OC(C)(C)C)OCCOS(=O)(=O)C2=CC=C(C=C2)C)C=CC=C1 (tert-butyl 4-{4-[3-(2-chlorophenoxy)propoxy]phenyl}-3-[2-(toluene-4-sulphonyloxy)ethoxy]piperidine-1-carboxylate), FC1=CC(=C(C=C1)CCNC(C)=O)O (N-[2-(4-fluoro-2-hydroxyphenyl)ethyl]acetamide). Yields the product C(C)(=O)NCCC1=C(OCCOC2CN(CCC2C2=CC=C(C=C2)OCCCOC2=C(C=CC=C2)Cl)C(=O)OC(C)(C)C)C=C(C=C1)F (tert-Butyl 3-{2-[2-(2-acetylaminoethyl)-5-fluorophenoxy]ethoxy}-4-{4-[3-(2-chlorophenoxy)propoxy]phenyl}piperidine-1-carboxylate). As a reaction SMILES: [Cl:1][C:2]1[CH:45]=[CH:44][CH:43]=[CH:42][C:3]=1[O:4][CH2:5][CH2:6][CH2:7][O:8][C:9]1[CH:14]=[CH:13][C:12]([CH:15]2[CH2:20][CH2:19][N:18]([C:21]([O:23][C:24]([CH3:27])([CH3:26])[CH3:25])=[O:22])[CH2:17][CH:16]2[O:28][CH2:29][CH2:30][O:31]S(C2C=CC(C)=CC=2)(=O)=O)=[CH:11][CH:10]=1.[F:46][C:47]1[CH:52]=[CH:51][C:50]([CH2:53][CH2:54][NH:55][C:56](=[O:58])[CH3:57])=[C:49](O)[CH:48]=1>>[C:56]([NH:55][CH2:54][CH2:53][C:50]1[CH:49]=[CH:48][C:47]([F:46])=[CH:52][C:51]=1[O:31][CH2:30][CH2:29][O:28][CH:16]1[CH:15]([C:12]2[CH:13]=[CH:14][C:9]([O:8][CH2:7][CH2:6][CH2:5][O:4][C:3]3[CH:42]=[CH:43][CH:44]=[CH:45][C:2]=3[Cl:1])=[CH:10][CH:11]=2)[CH2:20][CH2:19][N:18]([C:21]([O:23][C:24]([CH3:25])([CH3:27])[CH3:26])=[O:22])[CH2:17]1)(=[O:58])[CH3:57]. Reported procedure: Analogously to Method G, 0.28 g of tert-butyl 4-{4-[3-(2-chlorophenoxy)propoxy]phenyl}-3-[2-(toluene-4-sulphonyloxy)ethoxy]piperidine-1-carboxylate and 0.17 g of N-[2-(4-fluoro-2-hydroxyphenyl)ethyl]acetamide (Example 112b) are reacted. The title compound is obtained as a yellow oil. Rf=0.58 (EtOAc); Rt=5.74.